From a dataset of the Open Reaction Database (ORD), a public repository of structured organic reaction records. describe an organic reaction: reactants, conditions, products, and yield The reactants are Cl (HCl), O1CCOCC1 (dioxane), CC1=CC(=NC(=N1)SCC=1N=C(SC1)C)O (6-methyl-2-{[(2-methyl-1,3-thiazol-4-yl)methyl]sulfanyl}pyrimidin-4-ol). Solvent: CO (methanol). Run at time 30 minute. Product: Cl.CC1=CC(=NC(=N1)SCC=1N=C(SC1)C)O (6-methyl-2-{[(2-methyl-1,3-thiazol-4-yl)methyl]sulfanyl}pyrimidin-4-ol hydrochloride). The yield is 100.0%. Reaction SMILES: [CH3:1][C:2]1[N:7]=[C:6]([S:8][CH2:9][C:10]2[N:11]=[C:12]([CH3:15])[S:13][CH:14]=2)[N:5]=[C:4]([OH:16])[CH:3]=1.[ClH:17].O1CCOCC1>CO>[ClH:17].[CH3:1][C:2]1[N:7]=[C:6]([S:8][CH2:9][C:10]2[N:11]=[C:12]([CH3:15])[S:13][CH:14]=2)[N:5]=[C:4]([OH:16])[CH:3]=1 |f:4.5|. Procedure details: 6-methyl-2-{[(2-methyl-1,3-thiazol-4-yl)methyl]sulfanyl}pyrimidin-4-ol (200 mg, 790 μmol) was stirred in methanol (25 mL), and a solution of 4 N HCl in dioxane (300 μL, 1.2 mmol) was added dropwise at 0° C. The mixture was stirred for 30 minutes at room temperature. The solvent was removed by evaporation, and the residue was triturated with diethyl ether and dried in vacuo to afford 6-methyl-2-{[(2-methyl-1,3-thiazol-4-yl)methyl]sulfanyl}pyrimidin-4-ol hydrochloride (230 mg, 100% yield); 1H NMR ...